Dataset: the Open Reaction Database (ORD), a public repository of structured organic reaction records. Task: describe an organic reaction: reactants, conditions, products, and yield Reactants: N1=CC(=CC=C1)O (pyridin-3-ol), [H-].[Na+] (sodium hydride), CN(C)C=O (DMF), BrC=1C(=NC=C(N1)Br)N (3,5-Dibromo-pyrazin-2-ylamine). Run at temperature 170 celsius. Yields the product BrC1=CN=C(C(=N1)N)OC=1C=NC=CC1 (6-bromo-3-(pyridin-3-yloxy)-pyrazin-2-ylamine). As a reaction SMILES: [N:1]1[CH:6]=[CH:5][CH:4]=[C:3]([OH:7])[CH:2]=1.[H-].[Na+].Br[C:11]1[C:12](N)=[N:13][CH:14]=[C:15]([Br:17])[N:16]=1.C[N:20](C=O)C>>[Br:17][C:15]1[N:16]=[C:11]([NH2:20])[C:12]([O:7][C:3]2[CH:2]=[N:1][CH:6]=[CH:5][CH:4]=2)=[N:13][CH:14]=1 |f:1.2|. Procedure: A solution of pyridin-3-ol (0.045 g, 0.47 mmol), sodium hydride (12 m g, 0.47 mmol) in DMF (2 ml) is stirred at room temperature for 20 minutes. 3,5-Dibromo-pyrazin-2-ylamine (0.1 g, 0.39 mmol) is added and the reaction is heated at 170° C. for 15 minutes in a microwave. The solvent is concentrated in vacuo and the residue is purified using flash chromatography (SiO2, DCM/MeOH) to afford 6-bromo-3-(pyridin-3-yloxy)-pyrazin-2-ylamine. 1H NMR (400 MHz, DMSO-6) δ 8.53 (1H, d), 8.47 (1H, dd), 7.78 (... Conditions: temperature 155 celsius. Product: [I-].OC1=CC=C(CN2C=[N+](C=C2)C)C=C1 (3-(4-hydroxybenzyl)-1-methyl-imidazolium iodide). Procedure details: 4,5-Dichloroimidazole (0.1 mol) and 4-hydroxybenzyl alcohol (0.1 mol) were combined and heated to 155° C. The crude product was washed with cold ethanol and recrystallized in an EtOH/DMF mixture. This powder (3-(4-hydroxybenzyl)-4,5-dichloroimidazole, 8.23 mmol) was then was dissolved in DMF (3 mL). Iodomethane (72.3 mmol) was added to the reaction mixture and refluxed for 24 hours at 80° C. The solvent was evaporated and remaining oil was washed using ethyl ether to yield a brown precipitate. Y... Reactants: ClC=1N=CNC1Cl (4,5-Dichloroimidazole), OC1=CC=C(CO)C=C1 (4-hydroxybenzyl alcohol), IC (Iodomethane). RXN SMILES: Cl[C:2]1[N:3]=[CH:4][NH:5][C:6]=1Cl.[OH:8][C:9]1[CH:16]=[CH:15][C:12]([CH2:13]O)=[CH:11][CH:10]=1.[I:17][CH3:18]>>[I-:17].[OH:8][C:9]1[CH:16]=[CH:15][C:12]([CH2:13][N:5]2[CH:6]=[CH:2][N+:3]([CH3:18])=[CH:4]2)=[CH:11][CH:10]=1 |f:3.4|. Reactants: COC(=O)[C@H]1CC(C[C@H]1C)=O ((3S, 4R)-3-methoxycarbonyl-4-methylcyclopentanone), Cl (hydrochloric acid), resultant mixture. Yields the product C(=O)(O)[C@H]1CC(C[C@H]1C)=O ((3S, 4R)-3-carboxy-4-methylcyclopentanone). The yield is 79.9%. As a reaction SMILES: C[O:2][C:3]([C@@H:5]1[C@H:9]([CH3:10])[CH2:8][C:7](=[O:11])[CH2:6]1)=[O:4].Cl>>[C:3]([C@@H:5]1[C@H:9]([CH3:10])[CH2:8][C:7](=[O:11])[CH2:6]1)([OH:4])=[O:2]. Procedure: 1.18 g of (3S, 4R)-3-methoxycarbonyl-4-methylcyclopentanone was added to 20 ml of 3N-hydrochloric acid, and the mixture was refluxed for 2 hours. The resultant mixture was cooled down to room temperature, and concentrated to dryness. The residue was purified by distillation under a reduced pressure, and thus 0.858 g of the titled compound was obtained. The reactants are OC1C(CC2=C(C(=C(C(=C12)OC)OC)OC)OC)CCCCOC1=CC=C(C(=O)OC)C=C1 (methyl 4-[4-(1-hydroxy-4,5,6,7-tetramethoxyindan-2-yl)butoxy]benzoate), Cl (hydrochloric acid). Reagents/catalysts: [C].[Pd] (palladium-carbon). Solvent: CO (methanol). Conditions: time 4 hour. Product: COC1=C2CC(CC2=C(C(=C1OC)OC)OC)CCCCOC1=CC=C(C(=O)OC)C=C1 (Methyl 4-[4-(4,5,6,7-tetramethoxyindan-2-yl)butoxy]benzoate). Yield: 86.3%. As a reaction SMILES: O[CH:2]1[C:10]2[C:5](=[C:6]([O:17][CH3:18])[C:7]([O:15][CH3:16])=[C:8]([O:13][CH3:14])[C:9]=2[O:11][CH3:12])[CH2:4][CH:3]1[CH2:19][CH2:20][CH2:21][CH2:22][O:23][C:24]1[CH:33]=[CH:32][C:27]([C:28]([O:30][CH3:31])=[O:29])=[CH:26][CH:25]=1.Cl>[C].[Pd].CO>[CH3:18][O:17][C:6]1[C:7]([O:15][CH3:16])=[C:8]([O:13][CH3:14])[C:9]([O:11][CH3:12])=[C:10]2[C:5]=1[CH2:4][CH:3]([CH2:19][CH2:20][CH2:21][CH2:22][O:23][C:24]1[CH:33]=[CH:32][C:27]([C:28]([O:30][CH3:31])=[O:29])=[CH:26][CH:25]=1)[CH2:2]2 |f:2.3|. Procedure: A methanol (30 ml) suspension of methyl 4-[4-(1-hydroxy-4,5,6,7-tetramethoxyindan-2-yl)butoxy]benzoate (1.50 g, 3.26 mmols), concentrated hydrochloric acid (0.0652 ml, 0.652 mmols) and 10% palladium-carbon (300 mg) was stirred under a hydrogen stream at room temperature for 4 hours. The palladium-carbon was removed by filtration, and the filtrate was concentrated in vacuo. The resulting crude product was purified by recrystallization (from hexane) to obtain the entitled compound (1.25 g) as crys... The reactants are ClC1=CC=C(C=C1)C(CC1=CC=C(C=C1)Cl)=O (1,2-di(4-chlorophenyl)ethan-1-one), [BH4-].[Na+] (sodium borohydride), O (water). The solvent is CO (methanol). Run at temperature 0 celsius. Yields the product ClC1=CC=C(C=C1)C(CC1=CC=C(C=C1)Cl)O (1,2-di(4-chlorophenyl)ethan-1-ol). Reaction SMILES: [Cl:1][C:2]1[CH:7]=[CH:6][C:5]([C:8](=[O:17])[CH2:9][C:10]2[CH:15]=[CH:14][C:13]([Cl:16])=[CH:12][CH:11]=2)=[CH:4][CH:3]=1.[BH4-].[Na+].O>CO>[Cl:1][C:2]1[CH:7]=[CH:6][C:5]([CH:8]([OH:17])[CH2:9][C:10]2[CH:15]=[CH:14][C:13]([Cl:16])=[CH:12][CH:11]=2)=[CH:4][CH:3]=1 |f:1.2|. Procedure: A solution of 1,2-di(4-chlorophenyl)ethan-1-one (known compound) and sodium borohydride in methanol is stirred at ambient temperature for about three hours. After this time, the reaction mixture is cooled, and water is carefully added to destroy excess sodium borohydride. The mixture is cooled to 0° C. and neutralized with concentrated hydrochloric acid. The mixture is concentrated under reduced pressure to remove some of the methanol. The concentrate is taken up in ethyl acetate and washed with... Reactants: NCCC(O)CN (Aminoethylethanolamine), C1(=CC=C(C=C1)C[C@@H]1C[C@H](C(N1C(C(C)(C)C)=O)=O)C)C1=CC=CC=C1 ((3R,5S)-5-biphenyl-4-ylmethyl-1-(2,2-dimethylpropionyl)-3-methylpyrrolidin-2-one), C(C)(C)[N-]C(C)C.[Li+] (Lithium diisopropylamide), CI (Methyl iodide), S(O)(O)(=O)=O (Sulphuric acid). Solvent: C1CCOC1 (THF). Run at temperature -30 celsius, time 1 hour. The product is C1(=CC=C(C=C1)C[C@@H]1CC(C(N1C(C(C)(C)C)=O)=O)(C)C)C1=CC=CC=C1 ((R)-5-Biphenyl-4-ylmethyl-1-(2,2-dimethylpropionyl)-3,3-dimethyl-pyrrolidin-2-one). RXN SMILES: [C:1]1([C:21]2[CH:26]=[CH:25][CH:24]=[CH:23][CH:22]=2)[CH:6]=[CH:5][C:4]([CH2:7][C@H:8]2[N:12]([C:13](=[O:18])[C:14]([CH3:17])([CH3:16])[CH3:15])[C:11](=[O:19])[C@H:10]([CH3:20])[CH2:9]2)=[CH:3][CH:2]=1.[CH:27]([N-]C(C)C)(C)C.[Li+].CI.NCCC(CN)O.S(=O)(=O)(O)O>C1COCC1>[C:1]1([C:21]2[CH:22]=[CH:23][CH:24]=[CH:25][CH:26]=2)[CH:2]=[CH:3][C:4]([CH2:7][C@H:8]2[N:12]([C:13](=[O:18])[C:14]([CH3:17])([CH3:16])[CH3:15])[C:11](=[O:19])[C:10]([CH3:27])([CH3:20])[CH2:9]2)=[CH:5][CH:6]=1 |f:1.2|. Procedure: 10 g (3R,5S)-5-biphenyl-4-ylmethyl-1-(2,2-dimethylpropionyl)-3-methylpyrrolidin-2-one (2-a, R1=Piv) is added to THF (100 ml). The mixture is cooled to −30° C. Lithium diisopropylamide (17.16 ml, 2 M) is added and the mixture is stirred for 1 h. Methyl iodide (5.4 ml) is added and the mixture is stirred for 3 h. Aminoethylethanolamine (6.1 ml) is added and the mixture is warmed to 40° C. and stirred for 15 min. Sulphuric acid (12 g) is then added. The mixture is concentrated in vacuo and the resi...